The task is: describe an organic reaction: reactants, conditions, products, and yield. This data is from the Open Reaction Database (ORD), a public repository of structured organic reaction records. Reactants: ClC(c1ccccc1)(c1ccccc1)c1ccccc1, CCCCCCCCCCCCCCCCOCCC(O)CO, O, c1ccncc1. Reaction SMILES: [C:24]([c:25]1[cH:26][cH:27][cH:28][cH:29][cH:30]1)([c:31]1[cH:32][cH:33][cH:34][cH:35][cH:36]1)([c:37]1[cH:38][cH:39][cH:40][cH:41][cH:42]1)[Cl:43].[CH2:1]([CH2:2][CH2:3][CH2:4][CH2:5][CH2:6][CH2:7][CH2:8][CH2:9][CH2:10][CH2:11][CH2:12][CH2:13][CH2:14][CH2:15][CH3:16])[O:17][CH2:18][CH2:19][CH:20]([CH2:21][OH:22])[OH:23].[OH2:44].[cH:45]1[cH:46][cH:47][n:48][cH:49][cH:50]1>>[CH2:1]([CH2:2][CH2:3][CH2:4][CH2:5][CH2:6][CH2:7][CH2:8][CH2:9][CH2:10][CH2:11][CH2:12][CH2:13][CH2:14][CH2:15][CH3:16])[O:17][CH2:18][CH2:19][CH:20]([CH2:21][O:22][C:24]([c:25]1[cH:26][cH:27][cH:28][cH:29][cH:30]1)([c:31]1[cH:32][cH:33][cH:34][cH:35][cH:36]1)[c:37]1[cH:38][cH:39][cH:40][cH:41][cH:42]1)[OH:23]. Product: CCCCCCCCCCCCCCCCOCCC(O)COC(c1ccccc1)(c1ccccc1)c1ccccc1. The reactants are FC(C=1C=C(C=C(C1)C(F)(F)F)NC(=C(C#N)S(=O)(=O)C1=CC=C(C=C1)Cl)SC)(F)F (3-(3,5-Bis(trifluoromethyl)phenylamino)-2-(4-chloro-phenylsulfonyl)-3-methylsulfanyl-2-propenenitrile), C1(CCCC1)N (cyclopentylamine). The product is FC(C=1C=C(C=C(C1)C(F)(F)F)NC(=C(C#N)S(=O)(=O)C1=CC=C(C=C1)Cl)NC1CCCC1)(F)F (3-[3,5-Bis(trifluoromethyl)phenylamino]-2-(4-chlorophenylsulfonyl)-3-cyclopentylamino-2-propenenitrile). Isolated yield 71.0%. RXN SMILES: [F:1][C:2]([F:31])([F:30])[C:3]1[CH:4]=[C:5]([NH:13][C:14](SC)=[C:15]([S:18]([C:21]2[CH:26]=[CH:25][C:24]([Cl:27])=[CH:23][CH:22]=2)(=[O:20])=[O:19])[C:16]#[N:17])[CH:6]=[C:7]([C:9]([F:12])([F:11])[F:10])[CH:8]=1.[CH:32]1([NH2:37])[CH2:36][CH2:35][CH2:34][CH2:33]1>>[F:31][C:2]([F:30])([F:1])[C:3]1[CH:4]=[C:5]([NH:13][C:14]([NH:37][CH:32]2[CH2:36][CH2:35][CH2:34][CH2:33]2)=[C:15]([S:18]([C:21]2[CH:26]=[CH:25][C:24]([Cl:27])=[CH:23][CH:22]=2)(=[O:19])=[O:20])[C:16]#[N:17])[CH:6]=[C:7]([C:9]([F:12])([F:11])[F:10])[CH:8]=1. Reported procedure: 3-(3,5-Bis(trifluoromethyl)phenylamino)-2-(4-chloro-phenylsulfonyl)-3-methylsulfanyl-2-propenenitrile (0.400 g, 0.8 mmol) was stirred in cyclopentylamine (2 ml) at 80° C. for 2 h and at room temperature for 16 h under nitrogen. Work up as descriped in Example 1, 2) gave 305 mg (71%) of the title compound as pale yellow crystals. Mp 199-200° C. 1H NMR (300 MHz, CDCl3): δ=1.4-1.65 (m, 4H), 1.65-1.85 (m, 4H), 3.56 (sextet, 1H), 7.42 (s, 2H), 7.49 (d, 2H), 7.67 (s, 1 H), 7.78 (d, 2H); MA calc for C2... The reactants are N1(CCNCC1)CCO (2-(1-piperazinyl)ethanol), C(CCC)OC1=NC(=C2N=C(N(C2=N1)CCCCCl)OC)N (2-(Butyloxy)-9-(4-chlorobutyl)-8-(methyloxy)-9H-purin-6-amine), N1(CCNCC1)CCO (2-(1-piperazinyl)ethanol), C(CCC)OC1=NC(=C2N=C(N(C2=N1)CCCCCl)OC)N (2-(Butyloxy)-9-(4-chlorobutyl)-8-(methyloxy)-9H-purin-6-amine), CCN(C(C)C)C(C)C (DIPEA). The solvent is CS(=O)C (DMSO), CN(C)C=O (DMF). Conditions: temperature 50 celsius, time 1 hour. Yields the product NC1=C2NC(N(C2=NC(=N1)OCCCC)CCCCN1CCN(CC1)CCO)=O (6-Amino-2-(butyloxy)-9-{4-[4-(2-hydroxyethyl)-1-piperazinyl]butyl}-7,9-dihydro-8H-purin-8-one). As a reaction SMILES: [CH2:1]([O:5][C:6]1[N:14]=[C:13]2[C:9]([N:10]=[C:11]([O:20]C)[N:12]2[CH2:15][CH2:16][CH2:17][CH2:18]Cl)=[C:8]([NH2:22])[N:7]=1)[CH2:2][CH2:3][CH3:4].CCN(C(C)C)C(C)C.[N:32]1([CH2:38][CH2:39][OH:40])[CH2:37][CH2:36][NH:35][CH2:34][CH2:33]1>CN(C=O)C.CS(C)=O>[NH2:22][C:8]1[N:7]=[C:6]([O:5][CH2:1][CH2:2][CH2:3][CH3:4])[N:14]=[C:13]2[C:9]=1[NH:10][C:11](=[O:20])[N:12]2[CH2:15][CH2:16][CH2:17][CH2:18][N:35]1[CH2:36][CH2:37][N:32]([CH2:38][CH2:39][OH:40])[CH2:33][CH2:34]1. Procedure: 2-(Butyloxy)-9-(4-chlorobutyl)-8-(methyloxy)-9H-purin-6-amine (for example, as prepared for Intermediate 42) (100 mg, 0.305 mmol), DIPEA (0.160 mL, 0.915 mmol) and 2-(1-piperazinyl)ethanol (commercially available, for example, from Aldrich) (0.075 mL, 0.61 mmol) were dissolved in DMF (2.2 mL). The reaction mixture was stirred and heated at 50° C. under nitrogen overnight. Additional 2-(1-piperazinyl)ethanol (0.075 mL, 0.61 mmol) was added and the mixture heated at 80° C. for 20 hours. The reacti... The reactants are C(C(C)C)N1N=CC(=C1)B1OC(C(O1)(C)C)(C)C (1-isobutyl-4-(4,4,5,5-tetramethyl-1,3,2-dioxaborolan-2-yl)-1H-pyrazole), BrC1=CC=C(O1)C(=O)NCC1=CC=2N(C=C1)C=CN2 (5-bromo-N-(imidazo[1,2-a]pyridin-7-ylmethyl)furan-2-carboxamide), BrC1=CC=C(N)C=C1 (4-bromoaniline). Yields the product N=1C=CN2C1C=C(C=C2)CNC(=O)C=2OC(=CC2)C2=CC=C(C=C2)CC(C)C (N-(imidazo[1,2-a]pyridin-7-ylmethyl)-5-[4-(2-methylpropyl)phenyl]furan-2-carboxamide). RXN SMILES: C(N1C=C(B2O[C:13]([CH3:16])(C)[C:12]([CH3:18])([CH3:17])O2)C=N1)C(C)C.Br[C:20]1[O:24][C:23]([C:25]([NH:27][CH2:28][C:29]2[CH:34]=[CH:33][N:32]3[CH:35]=[CH:36][N:37]=[C:31]3[CH:30]=2)=[O:26])=[CH:22][CH:21]=1.Br[C:39]1[CH:45]=[CH:44]C(N)=[CH:41][CH:40]=1>>[N:37]1[CH:36]=[CH:35][N:32]2[CH:33]=[CH:34][C:29]([CH2:28][NH:27][C:25]([C:23]3[O:24][C:20]([C:39]4[CH:45]=[CH:44][C:16]([CH2:13][CH:12]([CH3:17])[CH3:18])=[CH:41][CH:40]=4)=[CH:21][CH:22]=3)=[O:26])=[CH:30][C:31]=12. Procedure details: The title compound was prepared as described in Example 51A, substituting 4-isobutylphenylboronic acid for 1-isobutyl-4-(4,4,5,5-tetramethyl-1,3,2-dioxaborolan-2-yl)-1H-pyrazole and 5-bromo-N-(imidazo[1,2-a]pyridin-7-ylmethyl)furan-2-carboxamide for 4-bromoaniline. 1H NMR (300 MHz, DMSO-d6) δ ppm 9.08 (t, J=6.1 Hz, 1H), 8.49 (dd, J=6.9, 0.8 Hz, 1H), 7.92-7.87 (m, 1H), 7.87-7.79 (m, 2H), 7.52 (d, J=1.2 Hz, 1H), 7.45-7.38 (m, 1H), 7.25 (d, J=8.3 Hz, 2H), 7.21 (d, J=3.6 Hz, 1H), 7.04 (d, J=3.6 Hz, ...